Dataset: the Open Reaction Database (ORD), a public repository of structured organic reaction records. Task: describe an organic reaction: reactants, conditions, products, and yield The product is CC(C)c1cc(C#N)cc2nc(-c3ccc(C(=O)N4CCC5(CCN(c6nccc(C(F)(F)F)n6)CC5)C4)cc3)oc12. Reaction SMILES: [C:33](=[O:34])([O-:35])[O-:36].[CH2:1]1[N:2]([C:11](=[O:12])[c:13]2[cH:14][cH:15][c:16](-[c:19]3[o:20][c:21]4[c:22]([n:23]3)[cH:24][c:25]([C:31]#[N:32])[cH:26][c:27]4[CH:28]([CH3:29])[CH3:30])[cH:17][cH:18]2)[CH2:3][CH2:4][C:5]12[CH2:6][CH2:7][NH:8][CH2:9][CH2:10]2.[CH3:50][OH:51].[Cl:39][c:40]1[n:41][cH:42][cH:43][c:44]([C:46]([F:47])([F:48])[F:49])[n:45]1.[K+:37].[K+:38]>>[CH2:1]1[N:2]([C:11](=[O:12])[c:13]2[cH:14][cH:15][c:16](-[c:19]3[o:20][c:21]4[c:22]([n:23]3)[cH:24][c:25]([C:31]#[N:32])[cH:26][c:27]4[CH:28]([CH3:29])[CH3:30])[cH:17][cH:18]2)[CH2:3][CH2:4][C:5]12[CH2:6][CH2:7][N:8]([c:40]1[n:41][cH:42][cH:43][c:44]([C:46]([F:47])([F:48])[F:49])[n:45]1)[CH2:9][CH2:10]2. Starting materials: O=C([O-])[O-], CC(C)c1cc(C#N)cc2nc(-c3ccc(C(=O)N4CCC5(CCNCC5)C4)cc3)oc12, CO, FC(F)(F)c1ccnc(Cl)n1, [K+], [K+].